Dataset: the Open Reaction Database (ORD), a public repository of structured organic reaction records. Task: describe an organic reaction: reactants, conditions, products, and yield Starting materials: BrC1=CC=C(C=N1)C(C)=O (1-(6-bromopyridin-3-yl)ethanone), C(=C)B1OB(OB(O1)C=C)C=C.N1=CC=CC=C1 (2,4,6-trivinyl-1,3,5,2,4,6-trioxatriborinane pyridine), C([O-])([O-])=O.[K+].[K+] (potassium carbonate). The reagents and catalysts are C=1C=CC(=CC1)[P](C=2C=CC=CC2)(C=3C=CC=CC3)[Pd]([P](C=4C=CC=CC4)(C=5C=CC=CC5)C=6C=CC=CC6)([P](C=7C=CC=CC7)(C=8C=CC=CC8)C=9C=CC=CC9)[P](C=1C=CC=CC1)(C=1C=CC=CC1)C=1C=CC=CC1 (Pd(Ph3P)4). Run in C(C)#N (acetonitrile). Conditions: temperature 115 celsius. The product is C(=C)C1=CC=C(C=N1)C(C)=O (1-(6-Vinylpyridin-3-yl)ethanone). Reaction SMILES: Br[C:2]1[N:7]=[CH:6][C:5]([C:8](=[O:10])[CH3:9])=[CH:4][CH:3]=1.[CH:11](B1OB(C=C)OB(C=C)O1)=[CH2:12].N1C=CC=CC=1.C(=O)([O-])[O-].[K+].[K+]>C(#N)C.C1C=CC([P]([Pd]([P](C2C=CC=CC=2)(C2C=CC=CC=2)C2C=CC=CC=2)([P](C2C=CC=CC=2)(C2C=CC=CC=2)C2C=CC=CC=2)[P](C2C=CC=CC=2)(C2C=CC=CC=2)C2C=CC=CC=2)(C2C=CC=CC=2)C2C=CC=CC=2)=CC=1>[CH:11]([C:2]1[N:7]=[CH:6][C:5]([C:8](=[O:10])[CH3:9])=[CH:4][CH:3]=1)=[CH2:12] |f:1.2,3.4.5,^1:41,43,62,81|. Reported procedure: The reaction mixture of 1-(6-bromopyridin-3-yl)ethanone (0.68 g, 3.41 mmol), 2,4,6-trivinyl-1,3,5,2,4,6-trioxatriborinane:pyridine (1:1) (0.57 g, 2.39 mmol), potassium carbonate (0.85 g, 6.14 mmol), and Pd(Ph3P)4 (0.16 g, 0.14 mmol) in acetonitrile (10 mL) was degassed with argon for 5 minutes. Then it was heated in the microwave for 30 min at 115° C. The organic phase was removed using a pipette, dried (MgSO4), filtered and concentrated and purified by flash chromatography (SiO2; heptane/EtOAc,... The reactants are ClC=1C=C2N=C3C=CC(=CC3=C(C2=CC1)Cl)OC (6,9-dichloro-2-methoxyacridine), COCCN (2-methoxyethanamine). The product is ClC=1C=C2N=C3C=CC(=CC3=C(C2=CC1)NCCOC)OC (6-Chloro-2-methoxy-N-(2-methoxyethyl)acridin-9-amine). RXN SMILES: [Cl:1][C:2]1[CH:3]=[C:4]2[C:13](=[CH:14][CH:15]=1)[C:12](Cl)=[C:11]1[C:6]([CH:7]=[CH:8][C:9]([O:17][CH3:18])=[CH:10]1)=[N:5]2.[CH3:19][O:20][CH2:21][CH2:22][NH2:23]>>[Cl:1][C:2]1[CH:3]=[C:4]2[C:13](=[CH:14][CH:15]=1)[C:12]([NH:23][CH2:22][CH2:21][O:20][CH3:19])=[C:11]1[C:6]([CH:7]=[CH:8][C:9]([O:17][CH3:18])=[CH:10]1)=[N:5]2. Procedure details: Following the general procedure of Example 1 and making non-critical variations but using 6,9-dichloro-2-methoxyacridine and 2-methoxyethanamine, the title compound was obtained; MS (Found M+1=317). The reactants are C(C)(C)(C)C1(N(CCC2=C1NC1=CC=CC=C21)C(=O)OCC2=CC=CC=C2)C(=O)N (tert.butyl 2-benzyloxycarbonyl-1,2,3,4-tetrahydropyrido[3,4-b]indole-1-carboxamide). Run in solution, Br (hydrogen bromide), C(C)(=O)O (acetic acid). The product is C(C)(C)(C)C1(NCCC2=C1NC1=CC=CC=C21)C(=O)N (tert.butyl 1,2,3,4-tetrahydropyrido[3,4-b]indole-1-carboxamide). Isolated yield 77.5%. As a reaction SMILES: [C:1]([C:5]1([C:28]([NH2:30])=[O:29])[C:10]2[NH:11][C:12]3[C:17]([C:9]=2[CH2:8][CH2:7][N:6]1C(OCC1C=CC=CC=1)=O)=[CH:16][CH:15]=[CH:14][CH:13]=3)([CH3:4])([CH3:3])[CH3:2]>Br.C(O)(=O)C>[C:1]([C:5]1([C:28]([NH2:30])=[O:29])[C:10]2[NH:11][C:12]3[C:17]([C:9]=2[CH2:8][CH2:7][NH:6]1)=[CH:16][CH:15]=[CH:14][CH:13]=3)([CH3:4])([CH3:2])[CH3:3]. Procedure: 1.62 g of tert.butyl 2-benzyloxycarbonyl-1,2,3,4-tetrahydropyrido[3,4-b]indole-1-carboxamide were dissolved in 10 ml of a 45% solution of hydrogen bromide in acetic acid. After 30 minutes the solution was evaporated and the residue was taken up in water. After filtration the filtrate was washed three times with diethyl ether and then neutralized by the addition of saturated aqueous sodium bicarbonate solution. The product was extracted from the now turbid aqueous layer with ethyl acetate. The co... Starting materials: B(F)(F)F.CCOCC (boron trifluoride etherate), C([O-])([O-])=O.[K+].[K+] (potassium carbonate), O1C2(C1)C=1C=CC=CC1C1(C3=CC=CC=C32)OC1 (dispiro[oxirane-2,9'(10'H)-anthracene-10',2"-oxirane]). Solvent: CCOCC (ether), CCOCC (ether). Run at temperature 0 celsius, time 2 minute. The product is C1=CC=CC=2C(C3=CC=CC=C3C(C12)C=O)C=O (9,10-Dihydro-9,10-anthracenedicarboxaldehyde). Reaction SMILES: B(F)(F)F.CCOCC.C(=O)([O-])[O-].[K+].[K+].[O:16]1[CH2:18][C:17]21[C:31]1[C:26](=[CH:27][CH:28]=[CH:29][CH:30]=1)[C:25]1([CH2:33][O:32]1)[C:24]1[CH:23]=[CH:22][CH:21]=[CH:20][C:19]2=1>CCOCC>[CH:23]1[C:24]2[CH:25]([CH:33]=[O:32])[C:26]3[C:31](=[CH:30][CH:29]=[CH:28][CH:27]=3)[CH:17]([CH:18]=[O:16])[C:19]=2[CH:20]=[CH:21][CH:22]=1 |f:0.1,2.3.4|. Reported procedure: A mixture of 0.1 ml. of boron trifluoride etherate in 40 ml. of ether and 2.0 g. of potassium carbonate is stirred at 0° C. for 10 minutes. A solution of 500 mg. of dispiro[oxirane-2,9'(10'H)-anthracene-10',2"-oxirane] in 20 ml. of ether is added. The resulting mixture is stirred at 0° C. for an additional 2 minutes, and filtered. The ether filtrate is washed twice with a mixture of 10 ml. of saturated sodium bicarbonate solution and 10 ml. of ice-water, then dried over anhydrous sodium sulfate ...